From a dataset of the Open Reaction Database (ORD), a public repository of structured organic reaction records. describe an organic reaction: reactants, conditions, products, and yield The reactants are N1C=CC2=CC=C(C=C12)\C=C\C(CC(\C=C\C1=C(C=C(C=C1)OCC1OCCC1)OC)=O)=O ((1E,6E)-1-(1H-indol-6-yl)-7-[2-methoxy-4-(2-tetrahydrofuranylmethoxy)phenyl]hepta-1,6-diene-3,5-dione), O.NN (hydrazine monohydrate). The solvent is C(C)(=O)O (acetic acid), C(C)(=O)OCC (ethyl acetate). Conditions: temperature 60 celsius, time 3 hour. The product is N1C=CC2=CC=C(C=C12)/C=C/C1=NNC(=C1)\C=C\C1=C(C=C(C=C1)OCC1OCCC1)OC (3-[(1E)-2-(1H-indol-6-yl)ethenyl]-5-[(1E)-2-[2-methoxy-4-(2-tetrahydrofuranylmethoxy)phenyl]ethenyl]-1H-pyrazole). Isolated yield 75.2%. RXN SMILES: [NH:1]1[C:9]2[C:4](=[CH:5][CH:6]=[C:7](/[CH:10]=[CH:11]/[C:12](=O)[CH2:13][C:14](=O)/[CH:15]=[CH:16]/[C:17]3[CH:22]=[CH:21][C:20]([O:23][CH2:24][CH:25]4[CH2:29][CH2:28][CH2:27][O:26]4)=[CH:19][C:18]=3[O:30][CH3:31])[CH:8]=2)[CH:3]=[CH:2]1.O.[NH2:35][NH2:36]>C(O)(=O)C.C(OCC)(=O)C>[NH:1]1[C:9]2[C:4](=[CH:5][CH:6]=[C:7](/[CH:10]=[CH:11]/[C:12]3[CH:13]=[C:14](/[CH:15]=[CH:16]/[C:17]4[CH:22]=[CH:21][C:20]([O:23][CH2:24][CH:25]5[CH2:29][CH2:28][CH2:27][O:26]5)=[CH:19][C:18]=4[O:30][CH3:31])[NH:36][N:35]=3)[CH:8]=2)[CH:3]=[CH:2]1 |f:1.2|. Reported procedure: In 4.5 mL of acetic acid was dissolved 400 mg (0.898 mmol) of (1E,6E)-1-(1H-indol-6-yl)-7-[2-methoxy-4-(2-tetrahydrofuranylmethoxy)phenyl]hepta-1,6-diene-3,5-dione. To this solution was added 0.45 g (9.0 mmol) of hydrazine monohydrate at room temperature and the mixture was stirred at 60° C. for 3 hours. The resulting reaction mixture was diluted with ethyl acetate, washed with a saturated sodium bicarbonate aqueous solution and then with saturated brine, and dried over magnesium sulfate. After ... The reactants are O=C([O-])O, O=C(OO)c1cccc(Cl)c1, ClCCl, [Na+], O=C(OCc1ccccc1)n1c(Sc2ccccc2-c2ccccn2)nc2ccccc21. The product is O=C(OCc1ccccc1)n1c(S(=O)c2ccccc2-c2ccccn2)nc2ccccc21. As a reaction SMILES: [C:44](=[O:45])([O-:46])[OH:47].[Cl:33][c:34]1[cH:35][cH:36][cH:37][c:38]([C:39]([O:40][OH:42])=[O:41])[cH:43]1.[Cl:49][CH2:50][Cl:51].[Na+:48].[n:1]1[c:2](-[c:7]2[c:8]([S:13][c:14]3[n:15][c:16]4[c:17]([n:18]3[C:19](=[O:20])[O:21][CH2:22][c:23]3[cH:24][cH:25][cH:26][cH:27][cH:28]3)[cH:29][cH:30][cH:31][cH:32]4)[cH:9][cH:10][cH:11][cH:12]2)[cH:3][cH:4][cH:5][cH:6]1>>[n:1]1[c:2](-[c:7]2[c:8]([S:13]([c:14]3[n:15][c:16]4[c:17]([n:18]3[C:19](=[O:20])[O:21][CH2:22][c:23]3[cH:24][cH:25][cH:26][cH:27][cH:28]3)[cH:29][cH:30][cH:31][cH:32]4)=[O:41])[cH:9][cH:10][cH:11][cH:12]2)[cH:3][cH:4][cH:5][cH:6]1. Starting materials: C(C)OC(C(=O)OCC)OCC (ethyl diethoxyacetate), CC1=CC=C(C[Mg]Cl)C=C1 ((4-methylbenzyl)magnesium chloride), aqueous solution, [Cl-].[NH4+] (ammonium chloride). Solvent: C1CCOC1 (THF), C1CCOC1 (THF). Run at temperature -78 celsius. Yields the product C(C)OC(C(CC1=CC=C(C=C1)C)=O)OCC (1,1-diethoxy-3-(4-methylphenyl)propan-2-one). As a reaction SMILES: [CH2:1]([O:3][CH:4]([O:10][CH2:11][CH3:12])[C:5]([O:7]CC)=O)[CH3:2].[CH3:13][C:14]1[CH:22]=[CH:21][C:17]([CH2:18][Mg]Cl)=[CH:16][CH:15]=1.[Cl-].[NH4+]>C1COCC1>[CH2:11]([O:10][CH:4]([O:3][CH2:1][CH3:2])[C:5](=[O:7])[CH2:13][C:14]1[CH:22]=[CH:21][C:17]([CH3:18])=[CH:16][CH:15]=1)[CH3:12] |f:2.3|. Procedure: Under an argon atmosphere, to a solution of ethyl diethoxyacetate (1.80 mL, 10.1 mmol) in THF (20 mL) was added slowly a THF solution of (32) prepared above at −78° C. After stirring at −78° C. for an hour, to this was added 20% aqueous solution of ammonium chloride (10 mL) and the product was extracted with ethyl acetate (×3). The organic layer was sequentially washed with water (×1) and saturated brine (×1), and dried over anhydrous sodium sulfate. After filtration, the mixture was concentrate...